From a dataset of the Open Reaction Database (ORD), a public repository of structured organic reaction records. describe an organic reaction: reactants, conditions, products, and yield The reactants are ClC1=CC=C(C=N1)C(C)(C)O (2-(6-chloropyridin-3-yl)propan-2-ol), ClC1=CC=C(C=N1)C(C)(C)O (2-(6-chloropyridin-3-yl)propan-2-ol), OS(=O)(=O)O (H2SO4), CC#N (MeCN). The solvent is [NH4+].[OH-] (NH4OH). Conditions: time 24 hour. Product: ClC1=CC=C(C=N1)C(C)(C)NC(C)=O (N-(2-(6-chloropyridin-3-yl)propan-2-yl)acetamide). Isolated yield 72.6%. As a reaction SMILES: [Cl:1][C:2]1[N:7]=[CH:6][C:5]([C:8](O)([CH3:10])[CH3:9])=[CH:4][CH:3]=1.[OH:12]S(O)(=O)=O.[CH3:17][C:18]#[N:19]>[NH4+].[OH-]>[Cl:1][C:2]1[N:7]=[CH:6][C:5]([C:8]([NH:19][C:18](=[O:12])[CH3:17])([CH3:10])[CH3:9])=[CH:4][CH:3]=1 |f:3.4|. Procedure details: To a solution of 2-(6-chloropyridin-3-yl)propan-2-ol, 33-b, (10 g, 58.3 mmol) in MeCN (100 ml) was added dropwise H2SO4 (40 g, 408 mmol) at 0° C., while keeping the internal temperature below 15° C. After the addition was completed, the reaction mixture was warmed to room temperature and stirred for 24 hours. The reaction mixture was then cooled to 0° C. and diluted with NH4OH slowly. The reaction mixture was then extracted with ether (3×100 mL), dried, and concentrated. The product was purified... Reactants: N1(CCC1)C1=C(C=CC=2CCNCCC21)Cl (6-(azetidin-1-yl)-7-chloro-2,3,4,5-tetrahydro-1H-benzo[d]azepine), C(CCC(=O)O)(=O)O (succinic acid). The solvent is CO (methanol), CO (methanol). The product is C(CCC(=O)O)(=O)O.N1(CCC1)C1=C(C=CC=2CCNCCC21)Cl (6-(Azetidin-1-yl)-7-chloro-2,3,4,5-tetrahydro-1H-benzo[d]azepine succinate). RXN SMILES: [N:1]1([C:5]2[C:15]3[CH2:14][CH2:13][NH:12][CH2:11][CH2:10][C:9]=3[CH:8]=[CH:7][C:6]=2[Cl:16])[CH2:4][CH2:3][CH2:2]1.[C:17]([OH:24])(=[O:23])[CH2:18][CH2:19][C:20]([OH:22])=[O:21]>CO>[C:17]([OH:24])(=[O:23])[CH2:18][CH2:19][C:20]([OH:22])=[O:21].[N:1]1([C:5]2[C:15]3[CH2:14][CH2:13][NH:12][CH2:11][CH2:10][C:9]=3[CH:8]=[CH:7][C:6]=2[Cl:16])[CH2:4][CH2:3][CH2:2]1 |f:3.4|. Reported procedure: Dissolve 6-(azetidin-1-yl)-7-chloro-2,3,4,5-tetrahydro-1H-benzo[d]azepine (63 mg, 0.27 mmol) in methanol (1 mL). Add one equivalent of succinic acid (31 mg, 0.27 mmol) in methanol (1 mL) stir, concentrate to an oil, add anhydrous diethyl ether to precipitate out the solid. Decant the solvent and dry the solid under a stream of nitrogen to give the title compound as a solid. The reactants are CC(=O)Oc1cccc(C(=O)Nc2ncc(S(C)(=O)=O)s2)c1, Cl, C1CCOC1. Yields the product CS(=O)(=O)c1cnc(NC(=O)c2cccc(O)c2)s1. RXN SMILES: [C:2](=[O:3])([CH3:4])[O:5][c:6]1[cH:7][c:8]([C:12]([NH:13][c:14]2[s:15][c:16]([S:19](=[O:20])(=[O:21])[CH3:22])[cH:17][n:18]2)=[O:23])[cH:9][cH:10][cH:11]1.[ClH:1].[O:24]1[CH2:25][CH2:26][CH2:27][CH2:28]1>>[OH:5][c:6]1[cH:7][c:8]([C:12]([NH:13][c:14]2[s:15][c:16]([S:19](=[O:20])(=[O:21])[CH3:22])[cH:17][n:18]2)=[O:23])[cH:9][cH:10][cH:11]1. Reactants: C=1C=CC2=C(C1)N=NN2O (HOBt), C1CCC(CC1)N=C=NC2CCCCC2 (DCCI), N([C@@H](CC1=CC=CC=C1)C(=O)N[C@@H](CC1=CNC=N1)C(=O)O)C(=O)OCC1=CC=CC=C1 (Z-Phe-His-OH), N[C@@H](CC(C)C)C(=O)N[C@@H](C(C)C)C(=O)N[C@@H]([C@@H](C)CC)C(=O)N[C@@H](CC(C)C)[C@@H](O)CC(=O)N (H-Leu-Val-Ile-Sta-NH2). The product is N([C@@H](CC1=CC=CC=C1)C(=O)N[C@@H](CC1=CNC=N1)C(=O)N[C@@H](CC(C)C)C(=O)N[C@@H](C(C)C)C(=O)N[C@@H]([C@@H](C)CC)C(=O)N[C@@H](CC(C)C)[C@@H](O)CC(=O)N)C(=O)OCC1=CC=CC=C1 (Z-Phe-His-Leu-Val-Ile-Sta-NH2), B7. Reaction SMILES: [NH:1]([C:23]([O:25][CH2:26][C:27]1[CH:32]=[CH:31][CH:30]=[CH:29][CH:28]=1)=[O:24])[C@H:2]([C:10]([NH:12][C@H:13]([C:20](O)=[O:21])[CH2:14][C:15]1[N:19]=[CH:18][NH:17][CH:16]=1)=[O:11])[CH2:3][C:4]1[CH:9]=[CH:8][CH:7]=[CH:6][CH:5]=1.[NH2:33][C@H:34]([C:39]([NH:41][C@H:42]([C:46]([NH:48][C@H:49]([C:54]([NH:56][C@H:57]([C@H:62]([CH2:64][C:65]([NH2:67])=[O:66])[OH:63])[CH2:58][CH:59]([CH3:61])[CH3:60])=[O:55])[C@H:50]([CH2:52][CH3:53])[CH3:51])=[O:47])[CH:43]([CH3:45])[CH3:44])=[O:40])[CH2:35][CH:36]([CH3:38])[CH3:37].C1C=CC2N(O)N=NC=2C=1.C1CCC(N=C=NC2CCCCC2)CC1>>[NH:1]([C:23]([O:25][CH2:26][C:27]1[CH:32]=[CH:31][CH:30]=[CH:29][CH:28]=1)=[O:24])[C@H:2]([C:10]([NH:12][C@H:13]([C:20]([NH:33][C@H:34]([C:39]([NH:41][C@H:42]([C:46]([NH:48][C@H:49]([C:54]([NH:56][C@H:57]([C@H:62]([CH2:64][C:65]([NH2:67])=[O:66])[OH:63])[CH2:58][CH:59]([CH3:61])[CH3:60])=[O:55])[C@H:50]([CH2:52][CH3:53])[CH3:51])=[O:47])[CH:43]([CH3:44])[CH3:45])=[O:40])[CH2:35][CH:36]([CH3:38])[CH3:37])=[O:21])[CH2:14][C:15]1[N:19]=[CH:18][NH:17][CH:16]=1)=[O:11])[CH2:3][C:4]1[CH:9]=[CH:8][CH:7]=[CH:6][CH:5]=1. Reported procedure: In a manner analogous to that described in Example 1, using as starting materials 125 mg of Z-Phe-His-OH, 110 mg of H-Leu-Val-Ile-Sta-NH2, 44 mg of HOBt and 68 mg of DCCI, the title compound is obtained after flash chromatography (65 g of silica gel 60, 40-63 μm, eluant system B7). Rf (B7)=0.20, Rf (B11)=0.64.